Dataset: the Open Reaction Database (ORD), a public repository of structured organic reaction records. Task: describe an organic reaction: reactants, conditions, products, and yield Reactants: [Al+3], CCOC(=O)COc1ccc(-c2cc3ccccc3c(N3CCN(C)CC3)n2)cc1, CCOC(C)=O, [H-], [H-], [H-], [H-], [Li+], [Na+], C1CCOC1, [OH-], O. Yields the product CN1CCN(c2nc(-c3ccc(OCCO)cc3)cc3ccccc23)CC1. As a reaction SMILES: [Al+3:32].[CH3:1][N:2]1[CH2:3][CH2:4][N:5]([c:8]2[n:9][c:10](-[c:18]3[cH:19][cH:20][c:21]([O:24][CH2:25][C:26](=[O:27])[O:28][CH2:29][CH3:30])[cH:22][cH:23]3)[cH:11][c:12]3[cH:13][cH:14][cH:15][cH:16][c:17]23)[CH2:6][CH2:7]1.[CH3:45][CH2:46][O:47][C:48](=[O:49])[CH3:50].[H-:31].[H-:34].[H-:35].[H-:36].[Li+:33].[Na+:39].[O:40]1[CH2:41][CH2:42][CH2:43][CH2:44]1.[OH-:38].[OH2:37]>>[CH3:1][N:2]1[CH2:3][CH2:4][N:5]([c:8]2[n:9][c:10](-[c:18]3[cH:19][cH:20][c:21]([O:24][CH2:25][CH2:26][OH:27])[cH:22][cH:23]3)[cH:11][c:12]3[cH:13][cH:14][cH:15][cH:16][c:17]23)[CH2:6][CH2:7]1.